This data is from the Open Reaction Database (ORD), a public repository of structured organic reaction records. The task is: describe an organic reaction: reactants, conditions, products, and yield Reactants: CC1CC(C(=O)NCC#N)N(c2cc(-c3ccc(N4CCN(C(=O)OC(C)(C)C)CC4)cc3)ccc2Cl)C1, [Na+], O=C([O-])O. Yields the product CC1CC(C(=O)NCC#N)N(c2cc(-c3ccc(N4CCNCC4)cc3)ccc2Cl)C1. RXN SMILES: [C:1]([O:2][C:3](=[O:4])[N:8]1[CH2:9][CH2:10][N:11]([c:14]2[cH:15][cH:16][c:17](-[c:20]3[cH:21][c:22]([N:27]4[CH:28]([C:29](=[O:30])[NH:31][CH2:32][C:33]#[N:34])[CH2:35][CH:36]([CH3:38])[CH2:37]4)[c:23]([Cl:26])[cH:24][cH:25]3)[cH:18][cH:19]2)[CH2:12][CH2:13]1)([CH3:5])([CH3:6])[CH3:7].[Na+:43].[O-:39][C:40]([OH:41])=[O:42]>>[NH:8]1[CH2:9][CH2:10][N:11]([c:14]2[cH:15][cH:16][c:17](-[c:20]3[cH:21][c:22]([N:27]4[CH:28]([C:29](=[O:30])[NH:31][CH2:32][C:33]#[N:34])[CH2:35][CH:36]([CH3:38])[CH2:37]4)[c:23]([Cl:26])[cH:24][cH:25]3)[cH:18][cH:19]2)[CH2:12][CH2:13]1. As a reaction SMILES: Cl.COC(OC)CNC.[CH3:10][O:11][C:12]1[C:19]2[O:20][CH2:21][O:22][C:18]=2[CH:17]=[CH:16][C:13]=1[CH:14]=[O:15]>[Pd].C(O)C>[CH3:10][O:11][C:12]1[C:19]2[O:20][CH2:21][O:22][C:18]=2[CH:17]=[CH:16][C:13]=1[CH2:14][OH:15].[CH3:10][O:11][C:12]1[C:19]2[O:20][CH2:21][O:22][C:18]=2[CH:17]=[CH:16][C:13]=1[CH3:14]. The yield is 0.8%. Starting materials: COC(CNC)OC (N-methylaminoacetaldehyde dimethylacetal), COC1=C(C=O)C=CC2=C1OCO2 (2-methoxy-3,4-methylenedioxybenzaldehyde), Cl (hydrochloric acid). Reagents/catalysts: [Pd] (palladium on carbon). Product: 2-methoxy-3,4-methylenedioxy-N-methylbenzylamino dimethylacetal, COC1=C(CO)C=CC2=C1OCO2 (2-methoxy-3,4-methylenedioxybenzylalcohol), COC1=C(C=CC2=C1OCO2)C (2-methoxy-3,4-methylenedioxy toluene). Run in C(C)O (ethanol), C(C)O (ethanol), C(C)O (ethanol). Procedure: To 100 ml of ethanol, were charged 1.83 ml of ethanol containing 22.2 g of hydrochloric acid dissolved therein, 3.96 g of N-methylaminoacetaldehyde dimethylacetal, 1.0 g of 2-methoxy-3,4-methylenedioxybenzaldehyde, 10 ml of ethanol and 0.12 g of 5% palladium on carbon catalyst, and hydrogenation was carried out at room temperature for 3.5 hours. The amount of hydrogen absorption was 120% of the theoretical amount. After the reaction was over, the catalyst was filtered out and 2N NaOH aqueous sol... The reactants are O (water), ClC1=CC=C(C=C1)O (4-chlorophenol), ClC1=C(C#N)C=C(C=C1)[N+](=O)[O-] (2-chloro-5-nitrobenzonitrile), [OH-].[Na+] (NaOH). Solvent: CS(=O)C (DMSO). Conditions: temperature 60 celsius. The product is ClC1=CC=C(OC2=C(C#N)C=C(C=C2)[N+](=O)[O-])C=C1 (2-(4-Chlorophenoxy)-5-nitrobenzonitrile). Isolated yield 92.3%. As a reaction SMILES: [Cl:1][C:2]1[CH:7]=[CH:6][C:5]([OH:8])=[CH:4][CH:3]=1.[OH-].[Na+].Cl[C:12]1[CH:19]=[CH:18][C:17]([N+:20]([O-:22])=[O:21])=[CH:16][C:13]=1[C:14]#[N:15].O>CS(C)=O>[Cl:1][C:2]1[CH:7]=[CH:6][C:5]([O:8][C:12]2[CH:19]=[CH:18][C:17]([N+:20]([O-:22])=[O:21])=[CH:16][C:13]=2[C:14]#[N:15])=[CH:4][CH:3]=1 |f:1.2|. Reported procedure: To a solution of 3.95 g (0.0307 moles) of 4-chlorophenol dissolved in 150 ml of DMSO was added 1.23 g (0.0307 moles) of NaOH. The slurry was heated at 60° C. for 15 minutes and 5.04 g (0.0276 moles) of 2-chloro-5-nitrobenzonitrile was added and the mixture was heated at 75° C. for 3 hrs. The reaction mixture was cooled and poured into water. The product was collected by filtration, washed well with water and dried, to produce 7.0 g of the product (92% yield). Recrystallization from ethanol affor... Reactants: C(C)OC(=O)C1(CCN(CC1)S(=O)(=O)C1=C(C=CC=C1)Cl)CCOC (1-(2-chloro-benzenesulfonyl)-4-(2-methoxy-ethyl)-piperidine-4-carboxylic acid ethyl ester), [Cl-].C[Al+]C (dimethylaluminium chloride), C(C)C1=CC=C(C=C1)CCN (2-(4-Ethyl-phenyl)-ethylamine). Solvent: C1(=CC=CC=C1)C (toluene). Yields the product ClC1=C(C=CC=C1)S(=O)(=O)N1CCC2(CCN(C2=O)CCC2=CC=C(C=C2)CC)CC1 (8-(2-Chloro-benzenesulfonyl)-2-[2-(4-ethyl-phenyl)-ethyl]-2,8-diaza-spiro[4.5]decan-1-one). As a reaction SMILES: C([O:3][C:4]([C:6]1([CH2:22][CH2:23]OC)[CH2:11][CH2:10][N:9]([S:12]([C:15]2[CH:20]=[CH:19][CH:18]=[CH:17][C:16]=2[Cl:21])(=[O:14])=[O:13])[CH2:8][CH2:7]1)=O)C.[Cl-].C[Al+]C.[CH2:30]([C:32]1[CH:37]=[CH:36][C:35]([CH2:38][CH2:39][NH2:40])=[CH:34][CH:33]=1)[CH3:31]>C1(C)C=CC=CC=1>[Cl:21][C:16]1[CH:17]=[CH:18][CH:19]=[CH:20][C:15]=1[S:12]([N:9]1[CH2:8][CH2:7][C:6]2([C:4](=[O:3])[N:40]([CH2:39][CH2:38][C:35]3[CH:36]=[CH:37][C:32]([CH2:30][CH3:31])=[CH:33][CH:34]=3)[CH2:23][CH2:22]2)[CH2:11][CH2:10]1)(=[O:14])=[O:13] |f:1.2|. Reported procedure: This material was prepared in analogy to example 1 step D) from 1-(2-chloro-benzenesulfonyl)-4-(2-methoxy-ethyl)-piperidine-4-carboxylic acid ethyl ester, dimethylaluminium chloride in toluene and 2-(4-Ethyl-phenyl)-ethylamine. MS (ESI): 461.4 (MH+). Starting materials: FC1=C(C=CC=C1)C1=CC(=C(C=C1)NC(=O)C1=NOC2(C1)CCOCC2)[N+](=O)[O-] (1,8-dioxa-2-aza-spiro[4.5]dec-2-ene-3-carboxylic acid (2′-fluoro-3-nitro-biphenyl-4-yl)-amide), [OH-].[Na+] (NaOH). The reagents and catalysts are [Fe] (Fe). Solvent: C(C)(=O)O (acetic acid). Run at temperature 100 celsius, time 10 minute. Yields the product FC1=C(C=CC=C1)C1=CC2=C(NC(=N2)C2=NOC3(C2)CCOCC3)C=C1 (3-[5-(2-Fluoro-phenyl)-1H-benzimidazol-2-yl]-1,8-dioxa-2-aza-spiro[4.5]dec-2-ene). The yield is 86.0%. As a reaction SMILES: [F:1][C:2]1[CH:7]=[CH:6][CH:5]=[CH:4][C:3]=1[C:8]1[CH:13]=[CH:12][C:11]([NH:14][C:15]([C:17]2[CH2:21][C:20]3([CH2:26][CH2:25][O:24][CH2:23][CH2:22]3)[O:19][N:18]=2)=O)=[C:10]([N+:27]([O-])=O)[CH:9]=1.[OH-].[Na+]>C(O)(=O)C.[Fe]>[F:1][C:2]1[CH:7]=[CH:6][CH:5]=[CH:4][C:3]=1[C:8]1[CH:13]=[CH:12][C:11]2[NH:14][C:15]([C:17]3[CH2:21][C:20]4([CH2:26][CH2:25][O:24][CH2:23][CH2:22]4)[O:19][N:18]=3)=[N:27][C:10]=2[CH:9]=1 |f:1.2|. Procedure details: A solution of 1,8-dioxa-2-aza-spiro[4.5]dec-2-ene-3-carboxylic acid (2′-fluoro-3-nitro-biphenyl-4-yl)-amide (131 mg, 0.327 mmol, as prepared in the previous step) in glacial acetic acid (10 mL) was treated with Fe powder (91.2 mg, 1.36 mmol) and heated to 100° C. under a reflux condenser for 4 h. The pH of the mixture was adjusted to 7 with 6M aq NaOH. The resulting aqueous mixture was extracted three times with EtOAc (50 mL), and the combined organic layers were dried over MgSO4 and concentrate... Starting materials: COC=1C=C(C=CC1N1C=NC(=C1)C)N (3-methoxy-4-(4-methyl-imidazol-1-yl)-phenylamine), ClC1=NC(=NC(=N1)Cl)OC(C)C (2,4-dichloro-6-isopropoxy-[1,3,5]triazine). The product is ClC1=NC(=NC(=N1)OC(C)C)NC1=CC(=C(C=C1)N1C=NC(=C1)C)OC ((4-Chloro-6-isopropoxy-[1,3,5]triazin-2-yl)-[3-methoxy-4-(4-methyl-imidazol-1-yl)-phenyl]-amine). Isolated yield 41.0%. RXN SMILES: [CH3:1][O:2][C:3]1[CH:4]=[C:5]([NH2:15])[CH:6]=[CH:7][C:8]=1[N:9]1[CH:13]=[C:12]([CH3:14])[N:11]=[CH:10]1.[Cl:16][C:17]1[N:22]=[C:21](Cl)[N:20]=[C:19]([O:24][CH:25]([CH3:27])[CH3:26])[N:18]=1>>[Cl:16][C:17]1[N:18]=[C:19]([O:24][CH:25]([CH3:27])[CH3:26])[N:20]=[C:21]([NH:15][C:5]2[CH:6]=[CH:7][C:8]([N:9]3[CH:13]=[C:12]([CH3:14])[N:11]=[CH:10]3)=[C:3]([O:2][CH3:1])[CH:4]=2)[N:22]=1. Procedure: The title compound was prepared from 3-methoxy-4-(4-methyl-imidazol-1-yl)-phenylamine and 2,4-dichloro-6-isopropoxy-[1,3,5]triazine (Synth. Commun. 24, 2153 (1994)) in analogy to example 2a. The compound crystallized from methanol as a slightly brownish solid in 41% yield. Reactants: N(=[N+]=[N-])C[C@H]1N(CCC1)[C@@H]1CC[C@@H](CC1)CC1=CC=C(C=C1)F ((2S)-2-(azidomethyl)-1-[cis-4-(4-fluorobenzyl)cyclohexyl]pyrrolidine). The reagents and catalysts are [Pd] (Pd/C). Solvent: CO (methanol). Yields the product FC1=CC=C(C[C@H]2CC[C@H](CC2)N2[C@@H](CCC2)CN)C=C1 ({(2S)-1-[cis-4-(4-fluorobenzyl)cyclohexyl]pyrrolidinyl}methanamine). The yield is 140.4%. As a reaction SMILES: [N:1]([CH2:4][C@@H:5]1[CH2:9][CH2:8][CH2:7][N:6]1[C@H:10]1[CH2:15][CH2:14][C@@H:13]([CH2:16][C:17]2[CH:22]=[CH:21][C:20]([F:23])=[CH:19][CH:18]=2)[CH2:12][CH2:11]1)=[N+]=[N-]>[Pd].CO>[F:23][C:20]1[CH:19]=[CH:18][C:17]([CH2:16][C@@H:13]2[CH2:14][CH2:15][C@H:10]([N:6]3[CH2:7][CH2:8][CH2:9][C@H:5]3[CH2:4][NH2:1])[CH2:11][CH2:12]2)=[CH:22][CH:21]=1. Procedure: (2S)-2-(azidomethyl)-1-[cis-4-(4-fluorobenzyl)cyclohexyl]pyrrolidine (45 mg), 10% Pd/C (10 mg, Aldrich) and 5 ml of methanol were hydrogenated for 16 hours at 50 PSI. The reaction was filtered through fiberglass filter paper under nitrogen. The filtrate was stripped to yield 58 mg of an amber oil as product. MS (ESI) detects 291 (M+H). Reactants: ice water, ClC1=C(C=C(C=C1)C(F)(F)F)[N+](=O)[O-] (2-chloro-1-nitro-5-trifluoromethylbenzene), NCCC(=O)O (β-alanine), C([O-])([O-])=O.[K+].[K+] (potassium carbonate), Cl (hydrochloric acid). The solvent is CN(C=O)C (dimethylformamide), O (water). Product: [N+](=O)([O-])C1=C(C=CC(=C1)C(F)(F)F)NCCC(=O)O (3-(2-Nitro-4-trifluoromethylphenylamino)propionic acid). Isolated yield 97.2%. As a reaction SMILES: Cl[C:2]1[CH:7]=[CH:6][C:5]([C:8]([F:11])([F:10])[F:9])=[CH:4][C:3]=1[N+:12]([O-:14])=[O:13].[NH2:15][CH2:16][CH2:17][C:18]([OH:20])=[O:19].C(=O)([O-])[O-].[K+].[K+].Cl>CN(C)C=O.O>[N+:12]([C:3]1[CH:4]=[C:5]([C:8]([F:11])([F:10])[F:9])[CH:6]=[CH:7][C:2]=1[NH:15][CH2:16][CH2:17][C:18]([OH:20])=[O:19])([O-:14])=[O:13] |f:2.3.4|. Procedure: 60 g (0.27 mol) of 2-chloro-1-nitro-5-trifluoromethylbenzene, 50 g (0.56 mol) of β-alanine and 41 g (0.3 mol) of potassium carbonate were refluxed in a mixture of 300 ml of dimethylformamide and 50 ml of water for 6 h. The mixture was then poured into ice-water, the aqueous phase was acidified with hydrochloric acid, and the precipitate was filtered off with suction to yield 73 g (99%) of the product. Reactants: NC1=C2C(C(=CN(C2=C(C(=C1F)F)F)C1CC1)C(=O)O)=O (5-amino-1-cyclopropyl-6,7,8-trifluoro-1,4-dihydro-4-oxo-3-quinolinecarboxylic acid), N1CC(CC1)C1=CC=NC=C1 (4-(3-pyrrolidinyl)pyridine). The product is NC1=C2C(C(=CN(C2=C(C(=C1F)N1CC(CC1)C1=CC=NC=C1)F)C1CC1)C(=O)O)=O (5-Amino-1-cyclopropyl-6,8-difluoro-1,4-dihydro-4-oxo -7-[3-(4-pyridinyl)-1-pyrrolidinyl]-3-quinoline-carboxylic acid). Yield: 48.0%. RXN SMILES: [NH2:1][C:2]1[C:11]([F:12])=[C:10](F)[C:9]([F:14])=[C:8]2[C:3]=1[C:4](=[O:21])[C:5]([C:18]([OH:20])=[O:19])=[CH:6][N:7]2[CH:15]1[CH2:17][CH2:16]1.[NH:22]1[CH2:26][CH2:25][CH:24]([C:27]2[CH:32]=[CH:31][N:30]=[CH:29][CH:28]=2)[CH2:23]1>>[NH2:1][C:2]1[C:11]([F:12])=[C:10]([N:22]2[CH2:26][CH2:25][CH:24]([C:27]3[CH:28]=[CH:29][N:30]=[CH:31][CH:32]=3)[CH2:23]2)[C:9]([F:14])=[C:8]2[C:3]=1[C:4](=[O:21])[C:5]([C:18]([OH:20])=[O:19])=[CH:6][N:7]2[CH:15]1[CH2:17][CH2:16]1. Procedure details: Starting from 5-amino-1-cyclopropyl-6,7,8-trifluoro-1,4-dihydro-4-oxo-3-quinolinecarboxylic acid (1.10 g, 3.7 mmol) and 4-(3-pyrrolidinyl)pyridine, a procedure analogous to that given in Example 1 provided the title compound (0.75 g, 48%) as a yellow solid, mp 236°-238° C.